This data is from the Open Reaction Database (ORD), a public repository of structured organic reaction records. The task is: describe an organic reaction: reactants, conditions, products, and yield As a reaction SMILES: [CH3:25][OH:26].[OH:1][CH2:2][CH2:3][NH:4][C:5](=[O:6])[c:7]1[n:8][cH:9][cH:10][c:11]([O:13][c:14]2[cH:15][c:16]([N+:22]([O-:23])=[O:24])[c:17]([NH:20][CH3:21])[cH:18][cH:19]2)[cH:12]1>>[OH:1][CH2:2][CH2:3][NH:4][C:5](=[O:6])[c:7]1[n:8][cH:9][cH:10][c:11]([O:13][c:14]2[cH:15][c:16]([NH2:22])[c:17]([NH:20][CH3:21])[cH:18][cH:19]2)[cH:12]1. The reactants are CO, CNc1ccc(Oc2ccnc(C(=O)NCCO)c2)cc1[N+](=O)[O-]. Yields the product CNc1ccc(Oc2ccnc(C(=O)NCCO)c2)cc1N. Reactants: Cl, Cl, NC1CN2CCC1CC2, O=C(O)c1cccc2oc(N3CCOCC3)nc12. Yields the product O=C(NC1CN2CCC1CC2)c1cccc2oc(N3CCOCC3)nc12. Reaction SMILES: [ClH:19].[ClH:20].[NH2:21][CH:22]1[CH2:23][N:24]2[CH2:25][CH2:26][CH:27]1[CH2:28][CH2:29]2.[O:1]1[CH2:2][CH2:3][N:4]([c:7]2[o:8][c:9]3[c:10]([n:11]2)[c:12]([C:16](=[O:17])[OH:18])[cH:13][cH:14][cH:15]3)[CH2:5][CH2:6]1>>[O:1]1[CH2:2][CH2:3][N:4]([c:7]2[o:8][c:9]3[c:10]([n:11]2)[c:12]([C:16](=[O:18])[NH:21][CH:22]2[CH2:23][N:24]4[CH2:25][CH2:26][CH:27]2[CH2:28][CH2:29]4)[cH:13][cH:14][cH:15]3)[CH2:5][CH2:6]1.